Dataset: the Open Reaction Database (ORD), a public repository of structured organic reaction records. Task: describe an organic reaction: reactants, conditions, products, and yield Starting materials: CC(C)(C)c1cc(Br)ccc1O, CCCCCC, O=[N+]([O-])O. Product: CC(C)(C)c1cc(Br)cc([N+](=O)[O-])c1O. As a reaction SMILES: [Br:5][c:6]1[cH:7][c:8]([C:13]([CH3:14])([CH3:15])[CH3:16])[c:9]([OH:12])[cH:10][cH:11]1.[CH3:17][CH2:18][CH2:19][CH2:20][CH2:21][CH3:22].[OH:1][N+:2]([O-:3])=[O:4]>>[O-:1][N+:2](=[O:4])[c:10]1[c:9]([OH:12])[c:8]([C:13]([CH3:14])([CH3:15])[CH3:16])[cH:7][c:6]([Br:5])[cH:11]1. Starting materials: P(=O)(OCCCC)(OCCCC)Cl (di-n-butyl chlorophosphate), ClCCl (dichloromethane), C(C(C)C)O (Isobutanol). Run in N1=CC=CC=C1 (pyridine). Reaction conditions: time 24 hour. Product: P(=O)(OCCCC)(OCCCC)OCC(C)C (di-n-butyl isobutyl phosphate). RXN SMILES: [P:1](Cl)([O:8][CH2:9][CH2:10][CH2:11][CH3:12])([O:3][CH2:4][CH2:5][CH2:6][CH3:7])=[O:2].ClCCl.[CH2:17]([OH:21])[CH:18]([CH3:20])[CH3:19]>N1C=CC=CC=1>[P:1]([O:21][CH2:17][CH:18]([CH3:20])[CH3:19])([O:8][CH2:9][CH2:10][CH2:11][CH3:12])([O:3][CH2:4][CH2:5][CH2:6][CH3:7])=[O:2]. Reported procedure: A solution of di-n-butyl chlorophosphate (130.3 g, 0.57 mole) in 600 mL of dichloromethane containing 55.37 g (0.70 mole) of pyridine was cooled to 0° C. Isobutanol (42.25 g, 0.57 mole) was added dropwise over 1 hour. The formation of a white precipitate was immediately observed. The reaction mixture was then stirred for 24 hours at room temperature. The pyridinium hydrochloride was filtered off, and the solution was washed with water (2×250 mL), aqueous 0.5 N HCl (2×250 mL) and water (25×250 mL... The reactants are [N+](=O)(O)[O-] (nitric acid), C(C(C)C)C1=CC=C(C=C1)C=1C(=CC=CC1)S(=O)(=O)Cl (4'-isobutyl-2-biphenylsulphonyl chloride), ice, CCOCC (ether). Solvent: C(C)(=O)OC(C)=O (acetic anhydride). Reaction conditions: time 1.5 hour. The product is C(C(C)C)C1=C(C=C(C=C1)C=1C(=CC=CC1)S(=O)(=O)Cl)[N+](=O)[O-] (4'-isobutyl-3'-nitro-2-biphenylsulphonyl chloride). Reaction SMILES: [N+:1]([O-:4])(O)=[O:2].[CH2:5]([C:9]1[CH:14]=[CH:13][C:12]([C:15]2[C:16]([S:21]([Cl:24])(=[O:23])=[O:22])=[CH:17][CH:18]=[CH:19][CH:20]=2)=[CH:11][CH:10]=1)[CH:6]([CH3:8])[CH3:7].CCOCC>C(OC(=O)C)(=O)C>[CH2:5]([C:9]1[CH:10]=[CH:11][C:12]([C:15]2[C:16]([S:21]([Cl:24])(=[O:23])=[O:22])=[CH:17][CH:18]=[CH:19][CH:20]=2)=[CH:13][C:14]=1[N+:1]([O-:4])=[O:2])[CH:6]([CH3:8])[CH3:7]. Procedure details: Fuming nitric acid (0.8 ml) was added over 10 minutes to a stirred solution of 4'-isobutyl-2-biphenylsulphonyl chloride (3.09 g) in acetic anhydride (18 ml) at -20° C. The solution was kept at -20° C. for 1.5 hours and then allowed to warm to ambient temperature. The solution was stirred for 1.5 hours and then added to ice (300 g) with vigorous sextracted with ether 30 minutes and extracted with ether (3×100 ml) while still below 10° C. The ethereal solution was dried (MgSO4) and the solvent was...